From a dataset of the Open Reaction Database (ORD), a public repository of structured organic reaction records. describe an organic reaction: reactants, conditions, products, and yield Product: CC1C(=NNC(S1)=O)C=1C=C2C(C(N(C2=CC1)C(=O)C=1C=NC=CC1)=O)(C)C (1,3-Dihydro-5-(3,6-dihydro-6-methyl-2-oxo-2H-1,3,4-thiadiazin-5-yl)-3,3 dimethyl-1-[(3-pyridyl)carbonyl]-2H-indol-2-one). Procedure details: Starting from 1,3-dihydro-5(3,6-dihydro-6-methyl-2-oxo-2H-1,3,4 thiadiazin-5-yl)-3,3 dimethyl-2H-indol-2-one (Example 3) and according to the method described in Example 23, but using nicotinoyl chloride instead of isonicotinoyl chloride, afforded the desired compound. Yield: 55.0%. As a reaction SMILES: [CH3:1][CH:2]1[S:7][C:6](=[O:8])[NH:5][N:4]=[C:3]1[C:9]1[CH:10]=[C:11]2[C:15](=[CH:16][CH:17]=1)[NH:14][C:13](=[O:18])[C:12]2([CH3:20])[CH3:19].[C:21](Cl)(=[O:28])[C:22]1[CH:27]=[CH:26][CH:25]=[N:24][CH:23]=1>>[CH3:1][CH:2]1[S:7][C:6](=[O:8])[NH:5][N:4]=[C:3]1[C:9]1[CH:10]=[C:11]2[C:15](=[CH:16][CH:17]=1)[N:14]([C:21]([C:22]1[CH:23]=[N:24][CH:25]=[CH:26][CH:27]=1)=[O:28])[C:13](=[O:18])[C:12]2([CH3:19])[CH3:20]. Reactants: CC1C(=NNC(S1)=O)C=1C=C2C(C(NC2=CC1)=O)(C)C (1,3-dihydro-5(3,6-dihydro-6-methyl-2-oxo-2H-1,3,4 thiadiazin-5-yl)-3,3 dimethyl-2H-indol-2-one), C(C1=CN=CC=C1)(=O)Cl (nicotinoyl chloride). Reactants: N1C(=NC=C1)NC(=O)C1=CC=CC=2NC(=NC21)NC(=O)C=2C=NC=C(C2)C#CC2=CC=CC=C2 (2-[(5-phenylethynyl-pyridine-3-carbonyl)-amino]-1H-benzoimidazole-4-carboxylic acid (1H-imidazol-2-yl)-amide). The reagents and catalysts are [Pd] (Pd on carbon). The solvent is CO (CH3OH), C(C)(=O)O (acetic acid). The product is N1C(=NC=C1)NC(=O)C1=CC=CC=2NC(=NC21)NC(=O)C=2C=NC=C(C2)CCC2=CC=CC=C2 (2-[(5-phenethyl-pyridine-3-carbonyl)-amino]-1H-benzoimidazole-4-carboxylic acid (1H-imidazol-2-yl)-amide). The yield is 9.1%. RXN SMILES: [NH:1]1[CH:5]=[CH:4][N:3]=[C:2]1[NH:6][C:7]([C:9]1[C:17]2[N:16]=[C:15]([NH:18][C:19]([C:21]3[CH:22]=[N:23][CH:24]=[C:25]([C:27]#[C:28][C:29]4[CH:34]=[CH:33][CH:32]=[CH:31][CH:30]=4)[CH:26]=3)=[O:20])[NH:14][C:13]=2[CH:12]=[CH:11][CH:10]=1)=[O:8]>CO.C(O)(=O)C.[Pd]>[NH:3]1[CH:4]=[CH:5][N:1]=[C:2]1[NH:6][C:7]([C:9]1[C:17]2[N:16]=[C:15]([NH:18][C:19]([C:21]3[CH:22]=[N:23][CH:24]=[C:25]([CH2:27][CH2:28][C:29]4[CH:34]=[CH:33][CH:32]=[CH:31][CH:30]=4)[CH:26]=3)=[O:20])[NH:14][C:13]=2[CH:12]=[CH:11][CH:10]=1)=[O:8]. Procedure details: 20 mg of (0.44 mmol) of 2-[(5-phenylethynyl-pyridine-3-carbonyl)-amino]-1H-benzoimidazole-4-carboxylic acid (1H-imidazol-2-yl)-amide was dissolved in a mixture of 10 mL of CH3OH and 0.5 mL of acetic acid. To this stirring solution 10 mg of 10% Pd on carbon was added and the resulting mixture was hydrogenated (1 atm) at room temperature for 3.0 h. The reaction mixture was filtered, and the solid was washed with portions of methanol. The filtrate and washings were combined and evaporated to give 1... Starting materials: ClC1=NC=C2N(C(N(C2=N1)C)=O)C(=O)N1CCCC1 (2-chloro-9-methyl-7-(pyrrolidin-1-ylcarbonyl)-7,9-dihydro-8H-purine-8-one), [Br-].C(C1=CC=CC=C1)[Zn+].O1CCCC1 (benzyl zinc bromide tetrahydrofuran). The reagents and catalysts are CC(C)([P](C(C)(C)C)([Pd][P](C(C)(C)C)(C(C)(C)C)C(C)(C)C)C(C)(C)C)C (bis(tri-tert-butylphosphine)palladium). Run in O1CCCC1 (tetrahydrofuran). Reaction conditions: temperature 130 celsius, time 1 hour. The product is C(C1=CC=CC=C1)C1=NC=C2N(C(N(C2=N1)C)=O)C(=O)N1CCCC1 (2-benzyl-9-methyl-7-(pyrrolidin-1-ylcarbonyl)-7,9-dihydro-8H-purine-8-one). As a reaction SMILES: Cl[C:2]1[N:10]=[C:9]2[C:5]([N:6]([C:13]([N:15]3[CH2:19][CH2:18][CH2:17][CH2:16]3)=[O:14])[C:7](=[O:12])[N:8]2[CH3:11])=[CH:4][N:3]=1.[Br-].[CH2:21]([Zn+])[C:22]1[CH:27]=[CH:26][CH:25]=[CH:24][CH:23]=1.O1CCCC1>CC(C)([P](C(C)(C)C)([Pd][P](C(C)(C)C)(C(C)(C)C)C(C)(C)C)C(C)(C)C)C.O1CCCC1>[CH2:21]([C:2]1[N:10]=[C:9]2[C:5]([N:6]([C:13]([N:15]3[CH2:19][CH2:18][CH2:17][CH2:16]3)=[O:14])[C:7](=[O:12])[N:8]2[CH3:11])=[CH:4][N:3]=1)[C:22]1[CH:27]=[CH:26][CH:25]=[CH:24][CH:23]=1 |f:1.2.3,^1:36,42|. Procedure details: To a mixture of 2-chloro-9-methyl-7-(pyrrolidin-1-ylcarbonyl)-7,9-dihydro-8H-purine-8-one <the compound of Reference Example 16> (200 mg), bis(tri-tert-butylphosphine)palladium (18 mg) and tetrahydrofuran (1.0 ml) was added dropwise 0.5 mol/L benzyl zinc bromide/tetrahydrofuran solution (2.14 ml) under nitrogen atmosphere and the mixture was stirred at 130° C. under microwave irradiation for 1 hour. The reaction mixture was filtered through Celite and the filtrate was concentrated under reduced ... Starting materials: Cc1cc(-c2cc(C(F)(F)F)n3nccc3n2)ccc1C(F)(F)F, CC(=O)[O-], CC(=O)O, ClI, [Na+], O. Product: Cc1cc(-c2cc(C(F)(F)F)n3ncc(I)c3n2)ccc1C(F)(F)F. Reaction SMILES: [CH3:1][c:2]1[cH:3][c:4](-[c:12]2[n:13][c:14]3[n:15]([c:16]([C:18]([F:19])([F:20])[F:21])[cH:17]2)[n:22][cH:23][cH:24]3)[cH:5][cH:6][c:7]1[C:8]([F:9])([F:10])[F:11].[CH3:26][C:27](=[O:28])[O-:29].[CH3:32][C:33](=[O:34])[OH:35].[I:30][Cl:31].[Na+:25].[OH2:36]>>[CH3:1][c:2]1[cH:3][c:4](-[c:12]2[n:13][c:14]3[n:15]([c:16]([C:18]([F:19])([F:20])[F:21])[cH:17]2)[n:22][cH:23][c:24]3[I:30])[cH:5][cH:6][c:7]1[C:8]([F:9])([F:10])[F:11]. Starting materials: O (water), C(CCC)[Li] (n-butyllithium), BrC=1C=NC=NC1 (5-bromopyrimidine), BrC1=CC=C(C(=O)C2=CC=C(C=C2)Br)C=C1 (4,4'-dibromobenzophenone). Run in CCCCCC (hexane), C1CCOC1 (THF). Reaction conditions: time 16 hour. Product: BrC1=CC=C(C=C1)C(O)(C=1C=NC=NC1)C1=CC=C(C=C1)Br (α,α-bis(4-bromophenyl)-5-pyrimidinemethanol). As a reaction SMILES: C([Li])CCC.Br[C:7]1[CH:8]=[N:9][CH:10]=[N:11][CH:12]=1.[Br:13][C:14]1[CH:28]=[CH:27][C:17]([C:18]([C:20]2[CH:25]=[CH:24][C:23]([Br:26])=[CH:22][CH:21]=2)=[O:19])=[CH:16][CH:15]=1.O>CCCCCC.C1COCC1>[Br:13][C:14]1[CH:28]=[CH:27][C:17]([C:18]([C:20]2[CH:25]=[CH:24][C:23]([Br:26])=[CH:22][CH:21]=2)([C:7]2[CH:8]=[N:9][CH:10]=[N:11][CH:12]=2)[OH:19])=[CH:16][CH:15]=1. Procedure: A solution of 20 ml of 1.6N n-butyllithium in hexane is added dropwise within 30 minutes, with stirring and with the exclusion of moisture, to a solution, cooled to -75°, of 5.2 g (33 mmol) of 5-bromopyrimidine and 10.7 g (31.2 mmol) of 4,4'-dibromobenzophenone in 130 ml of THF. The reaction mixture is stirred for a further 0.5 hour at -75° and then for 16 hours at room temperature; then, while cooling with ice, it is hydrolysed by adding 20 ml of water. The organic phase is separated and dilute... The reactants are Cl.COC=1C=C(C=CC1OC)C=1C(C(N(N1)C1CCNCC1)=O)(C)C (5-(3,4-dimethoxyphenyl)-4,4-dimethyl-2-(piperidin-4-yl)-2,4-dihydro-3H-pyrazol-3-one hydrochloride), Cl.COC=1C=C(C=CC1OC)C=1C(C(N(N1)C1CCNCC1)=O)(C)C (5-(3,4-dimethoxyphenyl)-4,4-dimethyl-2-(piperidin-4-yl)-2,4-dihydro-3H-pyrazol-3-one hydrochloride), C1=C(C=CC2=CC=CC=C12)S(=O)(=O)Cl (naphthalene-2-sulfonyl chloride). Product: COC=1C=C(C=CC1OC)C=1C(C(N(N1)C1CCN(CC1)S(=O)(=O)C1=CC2=CC=CC=C2C=C1)=O)(C)C (5-(3,4-Dimethoxyphenyl)-4,4-dimethyl-2-[1-(naphthalen-2-ylsulfonyl)piperidin-4-yl]-2,4-dihydro-3H-pyrazol-3-one). As a reaction SMILES: Cl.[CH3:2][O:3][C:4]1[CH:5]=[C:6]([C:12]2[C:13]([CH3:25])([CH3:24])[C:14](=[O:23])[N:15]([CH:17]3[CH2:22][CH2:21][NH:20][CH2:19][CH2:18]3)[N:16]=2)[CH:7]=[CH:8][C:9]=1[O:10][CH3:11].[CH:26]1[C:35]2[C:30](=[CH:31][CH:32]=[CH:33][CH:34]=2)[CH:29]=[CH:28][C:27]=1[S:36](Cl)(=[O:38])=[O:37]>>[CH3:2][O:3][C:4]1[CH:5]=[C:6]([C:12]2[C:13]([CH3:25])([CH3:24])[C:14](=[O:23])[N:15]([CH:17]3[CH2:22][CH2:21][N:20]([S:36]([C:27]4[CH:28]=[CH:29][C:30]5[C:35](=[CH:34][CH:33]=[CH:32][CH:31]=5)[CH:26]=4)(=[O:38])=[O:37])[CH2:19][CH2:18]3)[N:16]=2)[CH:7]=[CH:8][C:9]=1[O:10][CH3:11] |f:0.1|. Procedure details: The title compound is prepared analogously as described for GP1 using 5-(3,4-dimethoxyphenyl)-4,4-dimethyl-2-(piperidin-4-yl)-2,4-dihydro-3H-pyrazol-3-one hydrochloride (compound B1*HCl) and naphthalene-2-sulfonyl chloride as starting compounds. The crude product is purified by crystallization from methanol to yield the title compound.